From a dataset of the Open Reaction Database (ORD), a public repository of structured organic reaction records. describe an organic reaction: reactants, conditions, products, and yield Solvent: CC(=O)C (acetone), O (water). RXN SMILES: [NH2:1][C@@H:2]([C:6]([OH:8])=[O:7])[C@H:3]([CH3:5])[OH:4].[OH-].[Na+].Cl.[CH3:12][S:13]([N:16]1[CH2:20][CH2:19][N:18]([C:21](Cl)=[O:22])[C:17]1=[O:24])(=[O:15])=[O:14]>O.CC(C)=O>[OH:4][C@@H:3]([CH3:5])[C@@H:2]([NH:1][C:21]([N:18]1[CH2:19][CH2:20][N:16]([S:13]([CH3:12])(=[O:15])=[O:14])[C:17]1=[O:24])=[O:22])[C:6]([OH:8])=[O:7] |f:1.2|. Product: O[C@H]([C@H](C(=O)O)NC(=O)N1C(N(CC1)S(=O)(=O)C)=O)C ((2R,3S)-3-Hydroxy-2-(2-oxo-3-methanesulphonylimidazolidin-1-ylcarbonylamino)butanoic acid). Procedure details: D-Threonine (5.0 g) was suspended in water (50 ml) and treated with 2M aqueous sodium hydroxide solution to pH 10, forming a clear solution. The pH was then re-adjusted to 7.5 with concentrated hydrochloric acid and the still clear solution cooled to 15°. 3-Methanesulphonyl-2-oxoimidazolidine-1-carbonyl chloride (9.5 g) was then added portionwise over 2 minutes, with simultaneous addition of 2M aqueous sodium hydroxide to maintain the pH at 6.0-7.5. Following this, acetone (30 ml) was added to g... Run at time 1 hour. Starting materials: CS(=O)(=O)N1C(N(CC1)C(=O)Cl)=O (3-Methanesulphonyl-2-oxoimidazolidine-1-carbonyl chloride), [OH-].[Na+] (sodium hydroxide), N[C@H]([C@@H](O)C)C(=O)O (D-Threonine), [OH-].[Na+] (sodium hydroxide), Cl (hydrochloric acid). Yield: 56.3%. Starting materials: CCOC(=O)c1nc[nH]c1-c1ccccc1, C=O, [Na+], [OH-], O. Yields the product OCc1nc[nH]c1-c1ccccc1. As a reaction SMILES: [C:1](=[O:2])([O:3][CH2:4][CH3:5])[c:6]1[n:7][cH:8][nH:9][c:10]1-[c:11]1[cH:12][cH:13][cH:14][cH:15][cH:16]1.[CH2:19]=[O:20].[Na+:18].[OH-:17].[OH2:21]>>[CH2:1]([OH:2])[c:6]1[n:7][cH:8][nH:9][c:10]1-[c:11]1[cH:12][cH:13][cH:14][cH:15][cH:16]1. The product is CON=C1CSC2=C(CN1)C=CC=C2 (3-methoxyimino-2,3,4,5-tetrahydro-1,4-benzothiazepine). The reactants are COS(=O)(=O)OC (Dimethylsulphate), ON=C1CSC2=C(CN1)C=CC=C2 (3-hydroxyimino-2,3,4,5-tetrahydro-1,4-benzothiazepine), aqueous solution, [OH-].[Na+] (sodium hydroxide). Procedure details: Dimethylsulphate (1.26 g) was added dropwise to a vigorously stirred suspension of 3-hydroxyimino-2,3,4,5-tetrahydro-1,4-benzothiazepine (2 g, prepared in a similar manner to Example 25 above) in a mixture of a 10% aqueous solution of sodium hydroxide (4 ml) and ethanol (150 ml). The reaction mixture was kept at room temperature for 24 hours and then extracted with dichloromethane. The organic layer was dried and the solvent was removed by evaporation. Purification of the solid residue by flash ... Run at time 24 hour. Run in C(C)O (ethanol). Reaction SMILES: COS([O:6][CH3:7])(=O)=O.O[N:9]=[C:10]1[NH:16][CH2:15][C:14]2[CH:17]=[CH:18][CH:19]=[CH:20][C:13]=2[S:12][CH2:11]1.[OH-].[Na+]>C(O)C>[CH3:7][O:6][N:9]=[C:10]1[NH:16][CH2:15][C:14]2[CH:17]=[CH:18][CH:19]=[CH:20][C:13]=2[S:12][CH2:11]1 |f:2.3|. Starting materials: C(C)(=O)C1=CC=C(C(=O)O)C=C1 (4-Acetylbenzoic acid), Cl.C(C)(C)(C)OC(CCN)=O (beta-alanine t-butyl ester hydrochloride), CCN(C(C)C)C(C)C (DIEA), CCN=C=NCCCN(C)C.Cl (EDC hydrochloride). The reagents and catalysts are CN(C)C=1C=CN=CC1 (DMAP). Run in C(Cl)Cl (DCM), C(CCl)Cl (EDC). The product is C(C)(=O)C1=CC=C(C(=O)NCCC(=O)OC(C)(C)C)C=C1 (tert-butyl N-(4-acetylbenzoyl)-β-alaninate). As a reaction SMILES: [C:1]([C:4]1[CH:12]=[CH:11][C:7]([C:8]([OH:10])=O)=[CH:6][CH:5]=1)(=[O:3])[CH3:2].Cl.[C:14]([O:18][C:19](=[O:23])[CH2:20][CH2:21][NH2:22])([CH3:17])([CH3:16])[CH3:15].CCN(C(C)C)C(C)C.CCN=C=NCCCN(C)C.Cl>CN(C1C=CN=CC=1)C.C(Cl)Cl.C(Cl)CCl>[C:1]([C:4]1[CH:5]=[CH:6][C:7]([C:8]([NH:22][CH2:21][CH2:20][C:19]([O:18][C:14]([CH3:17])([CH3:16])[CH3:15])=[O:23])=[O:10])=[CH:11][CH:12]=1)(=[O:3])[CH3:2] |f:1.2,4.5|. Procedure details: 4-Acetylbenzoic acid (2.45 g, 14.9 mmol), beta-alanine t-butyl ester hydrochloride (4.0 g, 22 mmol), DIEA (3.9 ml, 22 mmol) and DMAP (100 mg) were dissolved in DCM (100 ml). EDC hydrochloride (3.5 g, 18 mmol) was added in portions. Additional EDC (0.7 g) was added one hour later to complete the reaction. After a total of 3 hours, the reaction was partitioned between ethyl acetate and 0.5 N HCl. The organic layer was washed with 0.5 N HCl 3×, 5% K2CO3 2×, brine 2×. Evaporation of solvent, and chr... The product is COC(=O)C(Cc1ccc(-c2c(C)ccn(C)c2=O)cc1)NC(=O)OC(C)(C)C. As a reaction SMILES: [Br:1][CH2:2][CH2:3][Br:4].[CH2:5]=[CH2:6].[CH2:71]1[O:72][CH2:73][CH2:74][CH2:75]1.[CH3:12][n:13]1[c:14](=[O:21])[c:15]([I:20])[c:16]([CH3:19])[cH:17][cH:18]1.[CH3:22][n:23]1[cH:24][c:25]([I:26])[c:27]([CH3:28])[cH:29][c:30]1=[O:31].[CH3:48][O:49][C:50]([CH:51]([NH:52][C:53](=[O:54])[O:55][C:56]([CH3:57])([CH3:58])[CH3:59])[CH2:60][c:61]1[cH:62][cH:63][c:64]([I:67])[cH:65][cH:66]1)=[O:68].[CH3:7][Si:8]([CH3:9])([CH3:10])[Cl:11].[Cl-:69].[NH4+:70].[Zn:76].[o:32]1[cH:33][cH:34][cH:35][c:36]1[P:37]([c:38]1[o:39][cH:40][cH:41][cH:42]1)[c:43]1[o:44][cH:45][cH:46][cH:47]1>>[CH3:12][n:13]1[c:14](=[O:21])[c:15](-[c:64]2[cH:63][cH:62][c:61]([CH2:60][CH:51]([C:50]([O:49][CH3:48])=[O:68])[NH:52][C:53](=[O:54])[O:55][C:56]([CH3:57])([CH3:58])[CH3:59])[cH:66][cH:65]2)[c:16]([CH3:19])[cH:17][cH:18]1. The reactants are BrCCBr, C=C, C1CCOC1, Cc1ccn(C)c(=O)c1I, Cc1cc(=O)n(C)cc1I, COC(=O)C(Cc1ccc(I)cc1)NC(=O)OC(C)(C)C, C[Si](C)(C)Cl, [Cl-], [NH4+], [Zn], c1coc(P(c2ccco2)c2ccco2)c1. Starting materials: [Br-], CCOCC, [Mg+]c1ccc(Cl)cc1, O=Cc1ccc(Cl)cc1Cl. The product is OC(c1ccc(Cl)cc1)c1ccc(Cl)cc1Cl. Reaction SMILES: [Br-:11].[CH3:20][CH2:21][O:22][CH2:23][CH3:24].[Cl:12][c:13]1[cH:14][cH:15][c:16]([Mg+:19])[cH:17][cH:18]1.[Cl:1][c:2]1[c:3]([CH:4]=[O:5])[cH:6][cH:7][c:8]([Cl:10])[cH:9]1>>[Cl:1][c:2]1[c:3]([CH:4]([OH:5])[c:16]2[cH:15][cH:14][c:13]([Cl:12])[cH:18][cH:17]2)[cH:6][cH:7][c:8]([Cl:10])[cH:9]1. The reactants are C(C)(C)(C)OC(=O)N1[C@@H](CC1)COC=1C=C(C=NC1)CCC=1C=C(C=CC1)CO (3-[2-[5-[[1-(tert-Butoxycarbonyl)-2(S)-azetidinyl]methoxy]-3-pyridyl]ethyl]phenylmethanol), C(Cl)Cl (CH2Cl2). The solvent is FC(C(=O)O)(F)F (trifluoroacetic acid), O (water). Yields the product Cl.N1[C@@H](CC1)COC=1C=C(C=NC1)CCC=1C=C(C=CC1)CO (3-[2-[5-[(2(S)-Azetidinyl)methoxy]-3-pyridyl]ethyl]phenylmethanol Hydrochloride). As a reaction SMILES: C(OC([N:8]1[CH2:11][CH2:10][C@H:9]1[CH2:12][O:13][C:14]1[CH:15]=[C:16]([CH2:20][CH2:21][C:22]2[CH:23]=[C:24]([CH2:28][OH:29])[CH:25]=[CH:26][CH:27]=2)[CH:17]=[N:18][CH:19]=1)=O)(C)(C)C.C(Cl)[Cl:31]>FC(F)(F)C(O)=O.O>[ClH:31].[NH:8]1[CH2:11][CH2:10][C@H:9]1[CH2:12][O:13][C:14]1[CH:15]=[C:16]([CH2:20][CH2:21][C:22]2[CH:23]=[C:24]([CH2:28][OH:29])[CH:25]=[CH:26][CH:27]=2)[CH:17]=[N:18][CH:19]=1 |f:4.5|. Reported procedure: 3-[2-[5-[[1-(tert-Butoxycarbonyl)-2(S)-azetidinyl]methoxy]-3-pyridyl]ethyl]phenylmethanol is dissolved in a mixture of trifluoroacetic acid, CH2Cl2, and water. The reaction is allowed to proceed at room temperature until the starting material is no longer detected by TLC. The solvent is evaporated, and the residue is purified by preparative HPLC (for example, acetonitrile/water gradient on C18). The product-containing fraction is partially evaporated to remove CH3CN, and the product is extracted... The solvent is C(Cl)Cl (DCM). The product is C(#N)NC(=N)C1=NC(=C(C(=O)NCC=2C=NC=CC2)C=C1)NCCC1=CC(=CC=C1)F (6-(N-cyanocarbamimidoyl)-2-(3-fluorophenethylamino)-N-(pyridin-3-ylmethyl)nicotinamide). Procedure details: A mixture of 6-carbamimidoyl-2-(3-fluorophenethylamino)-N-(pyridin-3-ylmethyl)nicotinamide (0.013 g, 0.034 mmol), CNBr (3N, 0.017 mL, 0.051 mmol), DIPEA (0.0085 mL, 0.051 mmol), in DCM (0.10 mL) was stirred at room temperature until the reaction was complete. The reaction mixture was concentrated to dryness and purified by RP-HPLC using a mixture of acetonitrile and H2O to give 6-(N-cyanocarbamimidoyl)-2-(3-fluorophenethylamino)-N-(pyridin-3-ylmethyl)nicotinamide as a solid (0.0058 g, 41%). LC/M... Reactants: C(N)(=N)C1=NC(=C(C(=O)NCC=2C=NC=CC2)C=C1)NCCC1=CC(=CC=C1)F (6-carbamimidoyl-2-(3-fluorophenethylamino)-N-(pyridin-3-ylmethyl)nicotinamide), N#CBr (CNBr), CCN(C(C)C)C(C)C (DIPEA). As a reaction SMILES: [C:1]([C:4]1[CH:19]=[CH:18][C:7]([C:8]([NH:10][CH2:11][C:12]2[CH:13]=[N:14][CH:15]=[CH:16][CH:17]=2)=[O:9])=[C:6]([NH:20][CH2:21][CH2:22][C:23]2[CH:28]=[CH:27][CH:26]=[C:25]([F:29])[CH:24]=2)[N:5]=1)(=[NH:3])[NH2:2].[N:30]#[C:31]Br.CCN(C(C)C)C(C)C>C(Cl)Cl>[C:31]([NH:3][C:1]([C:4]1[CH:19]=[CH:18][C:7]([C:8]([NH:10][CH2:11][C:12]2[CH:13]=[N:14][CH:15]=[CH:16][CH:17]=2)=[O:9])=[C:6]([NH:20][CH2:21][CH2:22][C:23]2[CH:28]=[CH:27][CH:26]=[C:25]([F:29])[CH:24]=2)[N:5]=1)=[NH:2])#[N:30]. Yield: 40.9%.